Dataset: the Open Reaction Database (ORD), a public repository of structured organic reaction records. Task: describe an organic reaction: reactants, conditions, products, and yield Starting materials: O (H2O), CCOC(=O)C (EtOAc), alcohol, O=[N+]([O-])[O-].[O-][N+]([O-])=O.[O-][N+]([O-])=O.[O-][N+]([O-])=O.[O-][N+]([O-])=O.[O-][N+]([O-])=O.[Ce+4].[NH4+].[NH4+] (CAN), O (H2O), COC1=C(C(=C(C(=C1C)C)OC)C)C/C=C(/CCCCO)\C ((E)-7-(2,5-dimethoxy-3,4,6-trimethylphenyl)-5-methylhept-5-en-1-ol). Reagents/catalysts: O (H2O). The solvent is C(=O)(C)C#N (AcCN), C(=O)(C)C#N (AcCN). Reaction conditions: temperature 0 celsius, time 1 hour. Yields the product OCCCC/C(=C/CC=1C(C(=C(C(C1C)=O)C)C)=O)/C ((E)-2-(7-hydroxy-3-methylhept-2-enyl)-3,5,6-trimethylcyclohexa-2,5-diene-1,4-dione). The yield is 8.2%. Reaction SMILES: C[O:2][C:3]1[C:8]([CH3:9])=[C:7]([CH3:10])[C:6]([O:11]C)=[C:5]([CH3:13])[C:4]=1[CH2:14]/[CH:15]=[C:16](\[CH3:22])/[CH2:17][CH2:18][CH2:19][CH2:20][OH:21].O=[N+]([O-])[O-].[O-][N+](=O)[O-].[O-][N+](=O)[O-].[O-][N+](=O)[O-].[O-][N+](=O)[O-].[O-][N+](=O)[O-].[Ce+4].[NH4+].[NH4+].O.CCOC(C)=O>C(C#N)(C)=O.O>[OH:21][CH2:20][CH2:19][CH2:18][CH2:17]/[C:16](/[CH3:22])=[CH:15]/[CH2:14][C:4]1[C:3](=[O:2])[C:8]([CH3:9])=[C:7]([CH3:10])[C:6](=[O:11])[C:5]=1[CH3:13] |f:1.2.3.4.5.6.7.8.9|. Reported procedure: (E)-7-(2,5-dimethoxy-3,4,6-trimethylphenyl)-5-methylhept-5-en-1-ol (29.7 mg, 0.097 mmol) in AcCN (0.5 mL) with 2 drops of H2O was cooled to 0° C. CAN (114.7 mg, 0.209 mmol) was dissolved into AcCN (0.2 mL) and H2O (0.5 mL) and added to a stirred solution of alcohol at 0° C. The reaction was stirred at 0° C. for 1 h and H2O (2 mL) and EtOAc (2 mL) was added, the layers separated and the aqueous phase extracted 3×2 mL EtOAc. The combined organics were washed 2×2 mL saturated brine, dried over anhy... Reactants: C(C)(C)(C)OC(=O)NC1=C(C=CC(=N1)NC1CN(CCC1)C(=O)OC(C)(C)C)C(CC)=O (tert-Butyl 3-({6-[(tert-butoxycarbonyl)amino]-5-propanoylpyridin-2-yl}amino)piperidine-1-carboxylate), Cl (hydrochloric acid). The solvent is solution, O1CCOCC1 (dioxane), C(C)OCC (diethyl ether). Conditions: time 20 hour. Yields the product Cl.NC1=NC(=CC=C1C(CC)=O)NC1CNCCC1 (1-[2-Amino-6-(piperidin-3-ylamino)pyridin-3-yl]propan-1-one hydrochloride). Reaction SMILES: C(OC([NH:8][C:9]1[N:14]=[C:13]([NH:15][CH:16]2[CH2:21][CH2:20][CH2:19][N:18](C(OC(C)(C)C)=O)[CH2:17]2)[CH:12]=[CH:11][C:10]=1[C:29](=[O:32])[CH2:30][CH3:31])=O)(C)(C)C.[ClH:33]>O1CCOCC1.C(OCC)C>[ClH:33].[NH2:8][C:9]1[C:10]([C:29](=[O:32])[CH2:30][CH3:31])=[CH:11][CH:12]=[C:13]([NH:15][CH:16]2[CH2:21][CH2:20][CH2:19][NH:18][CH2:17]2)[N:14]=1 |f:4.5|. Reported procedure: 380 mg (0.85 mmol) of tert-butyl 3-({6-[(tert-butoxycarbonyl)amino]-5-propanoylpyridin-2-yl}amino)piperidine-1-carboxylate (Example 26A) were dissolved in 10 ml of a solution of hydrochloric acid in dioxane (4 M), and the mixture was stirred at RT for 20 h. After the reaction had gone to completion, the reaction mixture was diluted with diethyl ether (100 ml), and the recipitate was filtered off and washed with diethyl ether (100 ml) and dried. This gave 170 mg (70% of theory) of the product as ... Starting materials: Cc1ccc(C=O)c(Br)c1, O=CO, O=[N+]([O-])O, O=S(=O)(O)O. The product is Cc1cc(Br)c(C=O)cc1[N+](=O)[O-]. As a reaction SMILES: [Br:5][c:6]1[c:7]([CH:8]=[O:9])[cH:10][cH:11][c:12]([CH3:14])[cH:13]1.[CH:15]([OH:16])=[O:17].[OH:1][N+:2]([O-:3])=[O:4].[S:18](=[O:19])(=[O:20])([OH:21])[OH:22]>>[O-:1][N+:2](=[O:4])[c:11]1[cH:10][c:7]([CH:8]=[O:9])[c:6]([Br:5])[cH:13][c:12]1[CH3:14]. The reactants are ClCCl, C=Cc1cccc([N+](=O)[O-])c1, O=C(OO)c1cccc(Cl)c1. The product is O=[N+]([O-])c1cccc(C2CO2)c1. RXN SMILES: [Cl:23][CH2:24][Cl:25].[N+:1](=[O:2])([O-:3])[c:4]1[cH:5][c:6]([CH:7]=[CH2:8])[cH:9][cH:10][cH:11]1.[OH:12][O:13][C:14]([c:15]1[cH:16][c:17]([Cl:18])[cH:19][cH:20][cH:21]1)=[O:22]>>[N+:1](=[O:2])([O-:3])[c:4]1[cH:5][c:6]([CH:7]2[CH2:8][O:12]2)[cH:9][cH:10][cH:11]1. Reactants: CC1(CC=C(C=C1)C1=CC=CC=C1)C(=O)OC (4-Methyl-(1,1'-biphenyl)-4-carboxylic acid, methyl ester), [H-].[H-].[H-].[H-].[Li+].[Al+3] (LiAlH4), CCOCC (ether), CCOCC (ether), [OH-].[Na+] (NaOH), [O-]S(=O)(=O)[O-].[Na+].[Na+] (Na2SO4), 1h. Solvent: C1CCOC1 (THF). Yields the product CC1=CC=C(C=C1)C1=CC=C(C=C1)CO ([4'-Methyl-(1,1'-biphenyl)-4-yl]methanol). RXN SMILES: C[C:2]1([C:14]([O:16]C)=O)[CH:7]=[CH:6][C:5]([C:8]2[CH:13]=[CH:12][CH:11]=[CH:10][CH:9]=2)=[CH:4][CH2:3]1.[H-].[H-].[H-].[H-].[Li+].[Al+3].[OH-].[Na+].[O-]S([O-])(=O)=O.[Na+].[Na+].[CH3:33]COCC>C1COCC1>[CH3:33][C:11]1[CH:10]=[CH:9][C:8]([C:5]2[CH:4]=[CH:3][C:2]([CH2:14][OH:16])=[CH:7][CH:6]=2)=[CH:13][CH:12]=1 |f:1.2.3.4.5.6,7.8,9.10.11|. Procedure: 4-Methyl-(1,1'-biphenyl)-4-carboxylic acid, methyl ester (1.43 g) in ether (25 ml) and THF (25 ml) was added over 5 min to LiAlH4 (420 mg) in ether (25 ml). The mixture was stirred at room temperature for 1h and then cooled in ice. Aqueous NaOH (1 M, 2.1 ml) was added and after stirring (15 min) excess anhydrous Na2SO4 was added. The mixture was filtered and the filtrate evaporated to give a solid. Crystallisation from cyclohexane-methanol gave the title compound (1.04 g) m.p. 128°-31°.